Task: describe an organic reaction: reactants, conditions, products, and yield. Dataset: the Open Reaction Database (ORD), a public repository of structured organic reaction records Reactants: NC1=C(C=CC=C1)NC(C1=CC=C(C=C1)CNC1=NC=CC(=N1)C1=NC=CN=C1)=O (N-(2-Amino-phenyl)-4-[(4-pyrazin-2-yl-pyrimidin-2-ylamino)-methyl]-benzamide), N1=C(C=NC=C1)C(C)=O (1-pyrazin-2-yl-ethanone), CC=1SC(=C(N1)C)C(C)=O (1-(2,4-dimethyl-thiazol-5-yl)-ethanone). Product: NC1=C(C=CC=C1)NC(C1=CC=C(C=C1)CNC1=NC=CC(=N1)C1=C(N=C(S1)C)C)=O (N-(2-Amino-phenyl)-4-{[4-(2,4-dimethyl-thiazol-5-yl)-pyrimidin-2-ylamino]-methyl}-benzamide). RXN SMILES: [NH2:1][C:2]1[CH:7]=[CH:6][CH:5]=[CH:4][C:3]=1[NH:8][C:9](=[O:30])[C:10]1[CH:15]=[CH:14][C:13]([CH2:16][NH:17][C:18]2[N:23]=C(C3C=NC=CN=3)C=[CH:20][N:19]=2)=[CH:12][CH:11]=1.N1C=CN=CC=1C(=O)C.[CH3:40][C:41]1[S:42][C:43]([C:47](=O)[CH3:48])=[C:44]([CH3:46])[N:45]=1>>[NH2:1][C:2]1[CH:7]=[CH:6][CH:5]=[CH:4][C:3]=1[NH:8][C:9](=[O:30])[C:10]1[CH:15]=[CH:14][C:13]([CH2:16][NH:17][C:18]2[N:23]=[C:47]([C:43]3[S:42][C:41]([CH3:40])=[N:45][C:44]=3[CH3:46])[CH:48]=[CH:20][N:19]=2)=[CH:12][CH:11]=1. Reported procedure: Title compound was obtained according to the scheme 6 similarly to the compound 26a (Example 29) using instead of 1-pyrazin-2-yl-ethanone as the starting material 1-(2,4-dimethyl-thiazol-5-yl)-ethanone (Table 11). Characterization of the title compound is provided in the Table 12. As a reaction SMILES: [CH2:1]([OH:6])[CH2:2][CH2:3][CH2:4][OH:5].[O:7]1[CH:11]=[CH:10][CH:9]=[CH:8]1>O1CCCC1>[CH:8](=[O:7])[C:4]1[O:6][CH:1]=[CH:2][CH:3]=1.[CH:11]([OH:7])([OH:5])[CH2:10][CH2:9][CH3:8]. Reported procedure: Both 1,4-butanediol and tetrahydrofuran are useful as a solvent and raw materials for organic synthesis such as polymeric material. They have been produced through various ways. For example, tetrahydrofuran is produced by (a) catalytic hydrogenation of furan which has been obtained by elimination of carbonyl group from furfural, (b) dehydration cyclization of butanediol obtained by hydrogenation of butynediol which is a reaction product of acetylene and formaldehyde and (c) reaction of 1,4-diace... Solvent: O1CCCC1 (tetrahydrofuran), O1CCCC1 (tetrahydrofuran). Starting materials: ( a ), O1C=CC=C1 (furan), C(CCCO)O (1,4-butanediol). Product: C(C1=CC=CO1)=O (furfural), ( b ), C(CCC)(O)O (butanediol). The product is O=C(Cl)COCCOCC(=O)OCc1ccccc1. The reactants are O=C(O)COCCOCC(=O)OCc1ccccc1, O=S(Cl)Cl. RXN SMILES: [CH2:1]([c:2]1[cH:3][cH:4][cH:5][cH:6][cH:7]1)[O:8][C:9](=[O:10])[CH2:11][O:12][CH2:13][CH2:14][O:15][CH2:16][C:17](=[O:18])[OH:19].[S:20]([Cl:21])([Cl:22])=[O:23]>>[CH2:1]([c:2]1[cH:3][cH:4][cH:5][cH:6][cH:7]1)[O:8][C:9](=[O:10])[CH2:11][O:12][CH2:13][CH2:14][O:15][CH2:16][C:17](=[O:19])[Cl:22]. The reactants are CO, CCOCC, Cl, C[Si](C)(C)CCOCn1nc(C=Cc2ccccc2)c2cnc(Oc3ccc(F)cc3F)nc21. Yields the product Fc1ccc(Oc2ncc3c(C=Cc4ccccc4)n[nH]c3n2)c(F)c1. Reaction SMILES: [CH3:36][OH:37].[CH3:38][CH2:39][O:40][CH2:41][CH3:42].[ClH:35].[F:1][c:2]1[c:3]([O:4][c:5]2[n:6][cH:7][c:8]3[c:9]([n:10]2)[n:11]([CH2:22][O:23][CH2:24][CH2:25][Si:26]([CH3:27])([CH3:28])[CH3:29])[n:12][c:13]3[CH:14]=[CH:15][c:16]2[cH:17][cH:18][cH:19][cH:20][cH:21]2)[cH:30][cH:31][c:32]([F:34])[cH:33]1>>[F:1][c:2]1[c:3]([O:4][c:5]2[n:6][cH:7][c:8]3[c:9]([n:10]2)[nH:11][n:12][c:13]3[CH:14]=[CH:15][c:16]2[cH:17][cH:18][cH:19][cH:20][cH:21]2)[cH:30][cH:31][c:32]([F:34])[cH:33]1. The reactants are Cl (hydrochloride), C(C1=CN=CC=C1)(=O)Cl (nicotinoyl chloride), C(=O)(OCC1=CC=CC=C1)NCCC1=CC(O)=C(O)C=C1 (N-carbobenzoxydopamine), crystals. Solvent: N1=CC=CC=C1 (pyridine). Conditions: time 12 hour. The product is C(C1=CN=CC=C1)(=O)OC=1C=C(CCNC(=O)OCC2=CC=CC=C2)C=CC1OC(C1=CN=CC=C1)=O (3,4-di-O-nicotinoyl-N -carbobenzoxydopamine). Yield: 71.6%. Reaction SMILES: [C:1]([NH:11][CH2:12][CH2:13][C:14]1[CH:21]=[CH:20][C:18]([OH:19])=[C:16]([OH:17])[CH:15]=1)([O:3][CH2:4][C:5]1[CH:10]=[CH:9][CH:8]=[CH:7][CH:6]=1)=[O:2].Cl.[C:23](Cl)(=[O:30])[C:24]1[CH:29]=[CH:28][CH:27]=[N:26][CH:25]=1>N1C=CC=CC=1>[C:23]([O:17][C:16]1[CH:15]=[C:14]([CH:21]=[CH:20][C:18]=1[O:19][C:23](=[O:30])[C:24]1[CH:29]=[CH:28][CH:27]=[N:26][CH:25]=1)[CH2:13][CH2:12][NH:11][C:1]([O:3][CH2:4][C:5]1[CH:6]=[CH:7][CH:8]=[CH:9][CH:10]=1)=[O:2])(=[O:30])[C:24]1[CH:29]=[CH:28][CH:27]=[N:26][CH:25]=1. Procedure: 19.0 g (66 mmol) of N-carbobenzoxydopamine obtained in Synthetic Example 1-(1) and 37.2 g (209 mmol) of hydrochloride of nicotinoyl chloride were added to 200 ml of pyridine. After stirring at room temperature for 12 hours, the mixture was allowed to react at 35°-40° C. for 2 hours. Then, the reaction mixture was poured into ice and a sodium carbonate solution followed by extraction with chloroform. The resulting extract was dried over anhydrous magnesium sulfate and the solvent was distilled of... Starting materials: [H][H] (Hydrogen), COC=1C=C(C=CC1[N+](=O)[O-])C1=NNC(O1)=O (5-(3-methoxy-4-nitrophenyl)-3H-[1,3,4]oxadiazol-2-one). Reagents/catalysts: [Pd] (Pd/C). The solvent is C1CCOC1 (THF). Product: NC1=C(C=C(C=C1)C1=NNC(O1)=O)OC (5-(4-amino-3-methoxyphenyl)-3H[1,3,4]oxadiazol-2-one). RXN SMILES: [H][H].[CH3:3][O:4][C:5]1[CH:6]=[C:7]([C:14]2[O:18][C:17](=[O:19])[NH:16][N:15]=2)[CH:8]=[CH:9][C:10]=1[N+:11]([O-])=O>[Pd].C1COCC1>[NH2:11][C:10]1[CH:9]=[CH:8][C:7]([C:14]2[O:18][C:17](=[O:19])[NH:16][N:15]=2)=[CH:6][C:5]=1[O:4][CH3:3]. Procedure: Hydrogen was introduced under atmospheric pressure into the mixture of 550 mg of 5-(3-methoxy-4-nitrophenyl)-3H-[1,3,4]oxadiazol-2-one, 100 mg of Pd/C and 50 ml of THF up to the theoretical uptake. Afterwards, the catalyst was filtered off with suction and the mixture was concentrated to dryness under reduced pressure. The reactants are BrCC1=CC(=C(C=C1)S(=O)(=O)C)F (4-bromomethyl-2-fluoro-1-methanesulfonyl-benzene), FC1=CC=C(C=O)C=C1 (4-fluorobenzaldehyde), [Na+].CC(C)S(=O)[O-] (2-propane sulfinic acid sodium salt). The product is BrCC1=CC=C(C=C1)S(=O)(=O)C(C)C (1-Bromomethyl-4-(propane-2-sulfonyl)-benzene). Reaction SMILES: [Br:1]CC1C=CC(S(C)(=O)=O)=C(F)C=1.F[C:15]1[CH:22]=[CH:21][C:18]([CH:19]=O)=[CH:17][CH:16]=1.[Na+].[CH3:24][CH:25]([S:27]([O-:29])=[O:28])[CH3:26]>>[Br:1][CH2:19][C:18]1[CH:21]=[CH:22][C:15]([S:27]([CH:25]([CH3:26])[CH3:24])(=[O:29])=[O:28])=[CH:16][CH:17]=1 |f:2.3|. Procedure: The titled compound is prepared analogously to 4-bromomethyl-2-fluoro-1-methanesulfonyl-benzene by replacing 3,4-difluorobenzaldehyde with 4-fluorobenzaldehyde and by replacing methane sulfinic acid sodium salt with 2-propane sulfinic acid sodium salt. Reactants: C(C)(C)(C)OC(=O)N1CCC(CC1)OC1=CC=C(C(=O)OCC)C=C1 (ethyl 4-(1-t-butoxycarbonyl-4-piperidyloxy)benzoate), [OH-].[Na+] (sodium hydroxide). Solvent: C(C)O (ethanol). Conditions: time 3 day. The product is C(C)(C)(C)OC(=O)N1CCC(CC1)OC1=CC=C(C(=O)O)C=C1 (4-(1-t-butoxycarbonyl-4-piperidyloxy)benzoic acid). Reaction SMILES: [C:1]([O:5][C:6]([N:8]1[CH2:13][CH2:12][CH:11]([O:14][C:15]2[CH:25]=[CH:24][C:18]([C:19]([O:21]CC)=[O:20])=[CH:17][CH:16]=2)[CH2:10][CH2:9]1)=[O:7])([CH3:4])([CH3:3])[CH3:2].[OH-].[Na+]>C(O)C>[C:1]([O:5][C:6]([N:8]1[CH2:13][CH2:12][CH:11]([O:14][C:15]2[CH:16]=[CH:17][C:18]([C:19]([OH:21])=[O:20])=[CH:24][CH:25]=2)[CH2:10][CH2:9]1)=[O:7])([CH3:4])([CH3:2])[CH3:3] |f:1.2|. Procedure: 847 mg (2.43 mmol) of ethyl 4-(1-t-butoxycarbonyl-4-piperidyloxy)benzoate was dissolved in 50 ml of ethanol. 5 ml of 1 N sodium hydroxide solution was added to the solution, and they were stirred at room temperature for 3 days. The reaction liquid was concentrated, and the title compound was obtained by the same isolation process as that of step 1 in Example 1 with ethyl acetate as the extractant.